describe an organic reaction: reactants, conditions, products, and yield From a dataset of the Open Reaction Database (ORD), a public repository of structured organic reaction records. The reactants are C(C)(=O)C1=CN(C=C(C1=O)C1=CC(=CC=C1)C(F)(F)F)C (3-acetyl-1-methyl-5-(3-trifluoromethylphenyl)-4(1H)-pyridinone), ClN1C(CCC1=O)=O (N-chlorosuccinimide), ClCCl (dichloromethane). The product is ClC(C(=O)C1=CN(C=C(C1=O)C1=CC(=CC=C1)C(F)(F)F)C)Cl (3-Dichloroacetyl-1-methyl-5-(3-trifluoromethylphenyl)-4(1H)-pyridinone). RXN SMILES: [C:1]([C:4]1[C:9](=[O:10])[C:8]([C:11]2[CH:16]=[CH:15][CH:14]=[C:13]([C:17]([F:20])([F:19])[F:18])[CH:12]=2)=[CH:7][N:6]([CH3:21])[CH:5]=1)(=[O:3])C.ClN1C(=O)CCC1=O.[Cl:30][CH2:31][Cl:32]>>[Cl:30][CH:31]([Cl:32])[C:1]([C:4]1[C:9](=[O:10])[C:8]([C:11]2[CH:16]=[CH:15][CH:14]=[C:13]([C:17]([F:20])([F:18])[F:19])[CH:12]=2)=[CH:7][N:6]([CH3:21])[CH:5]=1)=[O:3]. Procedure details: A 4.5 g. portion of 3-acetyl-1-methyl-5-(3-trifluoromethylphenyl)-4(1H)-pyridinone was dissolved in 125 ml. of dichloromethane, and 2 g. of N-chlorosuccinimide was added. The mixture was stirred under reflux for 60 hours. The mixture was then cooled, and washed successively with 150 ml. each of 1 N sodium hydroxide, 1 N hydrochloric acid, and saturated sodium chloride solution. It was then dried over magnesium sulfate, and evaporated under vacuum to obtain a tan solid. The residue was chromatogr... Starting materials: ClC1=NC(=NC(=C1)Cl)N[C@@H](C)C1=CC=C(C=C1)F ((S)-4,6-dichloro-N-[1-(4-fluorophenyl)ethyl]pyrimidine-2-amine), C[Sn](C=1C=NC=C(C#N)C1)(C)C (5-(trimethylstannyl)nicotinonitrile). The reagents and catalysts are [Cu](I)I (copper iodide), C=1C=CC(=CC1)[P](C=2C=CC=CC2)(C=3C=CC=CC3)[Pd]([P](C=4C=CC=CC4)(C=5C=CC=CC5)C=6C=CC=CC6)([P](C=7C=CC=CC7)(C=8C=CC=CC8)C=9C=CC=CC9)[P](C=1C=CC=CC1)(C=1C=CC=CC1)C=1C=CC=CC1 (tetrakis(triphenylphosphine)palladium). Solvent: C1(=CC=CC=C1)C (toluene). Run at temperature 110 celsius, time 17 hour. The product is ClC1=CC(=NC(=N1)N[C@@H](C)C1=CC=C(C=C1)F)C=1C=NC=C(C#N)C1 ((S)-5-{6-chloro-2-[1-(4-fluorophenyl)ethylamino]pyrimidin 4-yl}nicotinonitrile). Yield: 25.1%. As a reaction SMILES: Cl[C:2]1[CH:7]=[C:6]([Cl:8])[N:5]=[C:4]([NH:9][C@H:10]([C:12]2[CH:17]=[CH:16][C:15]([F:18])=[CH:14][CH:13]=2)[CH3:11])[N:3]=1.C[Sn](C)(C)[C:21]1[CH:22]=[N:23][CH:24]=[C:25]([CH:28]=1)[C:26]#[N:27]>[Cu](I)I.C1C=CC([P]([Pd]([P](C2C=CC=CC=2)(C2C=CC=CC=2)C2C=CC=CC=2)([P](C2C=CC=CC=2)(C2C=CC=CC=2)C2C=CC=CC=2)[P](C2C=CC=CC=2)(C2C=CC=CC=2)C2C=CC=CC=2)(C2C=CC=CC=2)C2C=CC=CC=2)=CC=1.C1(C)C=CC=CC=1>[Cl:8][C:6]1[N:5]=[C:4]([NH:9][C@H:10]([C:12]2[CH:17]=[CH:16][C:15]([F:18])=[CH:14][CH:13]=2)[CH3:11])[N:3]=[C:2]([C:21]2[CH:22]=[N:23][CH:24]=[C:25]([CH:28]=2)[C:26]#[N:27])[CH:7]=1 |^1:37,39,58,77|. Reported procedure: 187 mg of (S)-4,6-dichloro-N-[1-(4-fluorophenyl)ethyl]pyrimidine-2-amine (Reference Example 1), 175 mg of 5-(trimethylstannyl)nicotinonitrile, 25 mg of copper iodide and 75 mg of tetrakis(triphenylphosphine)palladium were added in turn to 3 ml of degassed toluene, and the mixture was stirred at 110° C. for 17 hours under argon atmosphere. The reaction solution was purified by silica gel column chromatography to obtain 58 mg of (S)-5-{6-chloro-2-[1-(4-fluorophenyl)ethylamino]pyrimidin 4-yl}nicoti... Starting materials: Cl.C(C)N=C=NCCCN(C)C (1-ethyl-3-(3-dimethylaminopropyl)carbodiimide hydrochloride), NC1C(N(C2=C(C=CC=C2C1)N1C(CCC1)=O)CC1=CSC=C1)=O ((−)-3-Amino-8-(2-oxopyrrolidin-1-yl)-1-(thiophen-3-ylmethyl)-3,4-dihydroquinolin-2(1H)-one), ON1N=NC2=C1C=CC=C2 (1-hydroxybenzotriazole), O.C(C)(C)(C)OC(=O)N[C@H](CC(C)C)C(=O)O (N-tert-butoxycarbonyl-D-leucine monohydrate). Run in CN(C)C=O (N,N-dimethylformaldehyde). Conditions: time 1 hour. Yields the product CC(C[C@H](C(NC1C(N(C2=C(C=CC=C2C1)N1C(CCC1)=O)CC1=CSC=C1)=O)=O)NC(OC(C)(C)C)=O)C (tert-butyl (2R)-4-methyl-1-oxo-1-[2-oxo-8-(2-oxopyrrolidin-1-yl)-1-(thiophen-3-ylmethyl)-1,2,3,4-tetrahydroquinolin-3-ylamino]pentan-2-ylcarbamate). As a reaction SMILES: [NH2:1][CH:2]1[CH2:11][C:10]2[C:5](=[C:6]([N:12]3[CH2:16][CH2:15][CH2:14][C:13]3=[O:17])[CH:7]=[CH:8][CH:9]=2)[N:4]([CH2:18][C:19]2[CH:23]=[CH:22][S:21][CH:20]=2)[C:3]1=[O:24].O.[C:26]([O:30][C:31]([NH:33][C@@H:34]([C:39](O)=[O:40])[CH2:35][CH:36]([CH3:38])[CH3:37])=[O:32])([CH3:29])([CH3:28])[CH3:27].ON1C2C=CC=CC=2N=N1.Cl.C(N=C=NCCCN(C)C)C>CN(C=O)C>[CH3:37][CH:36]([CH3:38])[CH2:35][C@@H:34]([NH:33][C:31](=[O:32])[O:30][C:26]([CH3:29])([CH3:28])[CH3:27])[C:39](=[O:40])[NH:1][CH:2]1[CH2:11][C:10]2[C:5](=[C:6]([N:12]3[CH2:16][CH2:15][CH2:14][C:13]3=[O:17])[CH:7]=[CH:8][CH:9]=2)[N:4]([CH2:18][C:19]2[CH:23]=[CH:22][S:21][CH:20]=2)[C:3]1=[O:24] |f:1.2,4.5|. Reported procedure: (−)-3-Amino-8-(2-oxopyrrolidin-1-yl)-1-(thiophen-3-ylmethyl)-3,4-dihydroquinolin-2(1H)-one (500 mg) was dissolved in N,N-dimethylformaldehyde (5 mL), and to the solution were sequentially added N-tert-butoxycarbonyl-D-leucine monohydrate (382 mg), 1-hydroxybenzotriazole (207 mg), and 1-ethyl-3-(3-dimethylaminopropyl)carbodiimide hydrochloride (294 mg) under cooling on ice, followed by stirring at room temperature for one hour. The resultant mixture was extracted with ethyl acetate and water, and... The reactants are CN(C)C=O, CCOC(C)=O, O=C(Cl)C(=O)Cl, O=C(O)c1cccc(OC(F)(F)F)c1, N#Cc1c(Oc2cc(N)c(F)cc2Cl)ccc2nc(NC(=O)C3CC3)sc12, C1CCOC1. Product: N#Cc1c(Oc2cc(NC(=O)c3cccc(OC(F)(F)F)c3)c(F)cc2Cl)ccc2nc(NC(=O)C3CC3)sc12. Reaction SMILES: [CH3:21][N:22]([CH3:23])[CH:24]=[O:25].[CH3:58][CH2:59][O:60][C:61](=[O:62])[CH3:63].[Cl:15][C:16]([C:17]([Cl:18])=[O:19])=[O:20].[F:1][C:2]([O:3][c:4]1[cH:5][c:6]([C:7](=[O:8])[OH:9])[cH:10][cH:11][cH:12]1)([F:13])[F:14].[NH2:26][c:27]1[c:28]([F:52])[cH:29][c:30]([Cl:51])[c:31]([O:32][c:33]2[c:34]([C:48]#[N:49])[c:35]3[c:36]([n:37][c:38]([NH:40][C:41](=[O:42])[CH:43]4[CH2:44][CH2:45]4)[s:39]3)[cH:46][cH:47]2)[cH:50]1.[O:53]1[CH2:54][CH2:55][CH2:56][CH2:57]1>>[F:1][C:2]([O:3][c:4]1[cH:5][c:6]([C:7](=[O:9])[NH:26][c:27]2[c:28]([F:52])[cH:29][c:30]([Cl:51])[c:31]([O:32][c:33]3[c:34]([C:48]#[N:49])[c:35]4[c:36]([n:37][c:38]([NH:40][C:41](=[O:42])[CH:43]5[CH2:44][CH2:45]5)[s:39]4)[cH:46][cH:47]3)[cH:50]2)[cH:10][cH:11][cH:12]1)([F:13])[F:14]. Reactants: C1(CCC1)CN1[C@H]2[C@@]3(CCCC[C@@]3(C=3C=C(C=CC3C2)O)CC1)O (N-cyclobutylmethyl-3,14-dihydroxymorphinan), C[O-].[Na+] (sodium methoxide), ClCOCCl (chloromethyl ether). Run in C1=CC=CC=C1 (benzene). Product: C1(CCC1)CN1[C@H]2[C@@]3(CCCC[C@@]3(C=3C=C(C=CC3C2)OCOC)CC1)O (N-cyclobutylmethyl-14-hydroxy-3-methoxymethyloxy-morphinan). As a reaction SMILES: [CH:1]1([CH2:5][N:6]2[CH2:23][CH2:22][C@@:13]34[C:14]5[CH:15]=[C:16]([OH:21])[CH:17]=[CH:18][C:19]=5[CH2:20][C@@H:7]2[C@:8]3([OH:24])[CH2:9][CH2:10][CH2:11][CH2:12]4)[CH2:4][CH2:3][CH2:2]1.C[O-].[Na+].Cl[CH2:29][O:30][CH2:31]Cl>C1C=CC=CC=1>[CH:1]1([CH2:5][N:6]2[CH2:23][CH2:22][C@@:13]34[C:14]5[CH:15]=[C:16]([O:21][CH2:29][O:30][CH3:31])[CH:17]=[CH:18][C:19]=5[CH2:20][C@@H:7]2[C@:8]3([OH:24])[CH2:9][CH2:10][CH2:11][CH2:12]4)[CH2:4][CH2:3][CH2:2]1 |f:1.2|. Procedure details: One mole of compound XXVII was placed in 3 liters of benzene. One mole of sodium methoxide was added, followed by the slow addition of 1 mole of chloromethyl ether with stirring. The solution was heated to reflux to yield the title product. Reactants: Boc-(D)-mesoDAP-(D)-NHNHBoc-(L)-GlyOH, CN1CCOCC1 (N-methylmorpholine), silyl ester, C(C[C@H](C(=O)O)N)C[C@@H](C(=O)O)N.NCC(=O)O (meso-DAP (D)GlyOH), C(C(C)C)OC(=O)Cl (isobutylchlorocarbonate), C[Si](C)(C)C(C(=O)N)[Si](C)(C)C (bis(trimethylsilyl)acetamide). Solvent: C(Cl)Cl (methylene chloride), CN(C=O)C (dimethylformamide), C(C)(=O)OCC (ethyl acetate), C(Cl)Cl (methylene chloride). Run at temperature -10 celsius, time 2 hour. The product is N([C@H](C)C(=O)ON1C(=O)CCC1=O)C(=O)OC(C)(C)C (Boc-D-Ala-OSu). RXN SMILES: C([CH2:8][C@H:9]([NH2:13])[C:10]([OH:12])=[O:11])C[C@@H](N)C(O)=O.NC[C:16]([OH:18])=[O:17].CN1CC[O:23][CH2:22][CH2:21]1.[CH2:26](OC(Cl)=O)[CH:27]([CH3:29])[CH3:28].C[Si]([CH:38]([Si](C)(C)C)[C:39]([NH2:41])=[O:40])(C)C>C(Cl)Cl.CN(C)C=O.C(OCC)(=O)C>[NH:13]([C:16]([O:18][C:27]([CH3:26])([CH3:28])[CH3:29])=[O:17])[C@@H:9]([C:10]([O:12][N:41]1[C:22](=[O:23])[CH2:21][CH2:38][C:39]1=[O:40])=[O:11])[CH3:8] |f:0.1|. Reported procedure: D-Lac(oAc)-L-Phe-D-GluoBzl (2) (1.0 g) was dissolved in methylene chloride (40 ml) and N-methylmorpholine (200 mg) was added thereto. To this stirred solution cooled at -10° C. in an ice salt-bath, isobutylchlorocarbonate (270 mg) was added and the mixture was allowed to react at the same temperature for 20 minutes. To the reaction mixture was added the silyl ester prepared from Boc-(D)-mesoDAP-(D)-NHNHBoc-(L)-GlyOH (1) (920 mg) in a mixture of methylene chloride (20 ml) and dimethylformamide (1...